This data is from the Open Reaction Database (ORD), a public repository of structured organic reaction records. The task is: describe an organic reaction: reactants, conditions, products, and yield Reactants: NC1=NC=CC(=N1)C(=O)NC(C)C1=CC(=CC=C1)OCC(F)(F)F (2-amino-N-(1-(3-(2,2,2-trifluoroethoxy)phenyl)ethyl)pyrimidine-4-carboxamide), C(C)(=O)Cl (acetyl chloride). The product is C(C)(=O)NC1=NC=CC(=N1)C(=O)NC(C)C1=CC(=CC=C1)OCC(F)(F)F (2-acetamido-N-(1-(3-(2,2,2-trifluoroethoxy)phenyl)ethyl)pyrimidine-4-carboxamide). As a reaction SMILES: [NH2:1][C:2]1[N:7]=[C:6]([C:8]([NH:10][CH:11]([C:13]2[CH:18]=[CH:17][CH:16]=[C:15]([O:19][CH2:20][C:21]([F:24])([F:23])[F:22])[CH:14]=2)[CH3:12])=[O:9])[CH:5]=[CH:4][N:3]=1.[C:25](Cl)(=[O:27])[CH3:26]>>[C:25]([NH:1][C:2]1[N:7]=[C:6]([C:8]([NH:10][CH:11]([C:13]2[CH:18]=[CH:17][CH:16]=[C:15]([O:19][CH2:20][C:21]([F:24])([F:22])[F:23])[CH:14]=2)[CH3:12])=[O:9])[CH:5]=[CH:4][N:3]=1)(=[O:27])[CH3:26]. Procedure: The title compound is prepared from 2-amino-N-(1-(3-(2,2,2-trifluoroethoxy)phenyl)ethyl)pyrimidine-4-carboxamide (15 mg, 0.04 mmol, Step-1, single enantiomer) and acetyl chloride (10 mg, 0.13 mmol) according to the procedure similar to that described in Step-2 of Example 8. The reactants are FC(S(=O)(=O)OC1=CC2=C(C=3N(CCO2)C=C(N3)C3=NC=NN3C(C)C)C=N1)(F)F (2-(1-isopropyl-1H-1,2,4-triazol-5-yl)-5,6-dihydroimidazo[1,2-d]pyrido[3,4-f][1,4]oxazepin-9-yl trifluoromethanesulfonate), N1[C@@H](C=CC1)C(=O)N ((S)-2,5-dihydro-1H-pyrrole-2-carboxamide). Yields the product C(C)(C)N1N=CN=C1C=1N=C2N(CCOC3=C2C=NC(=C3)N3[C@@H](C=CC3)C(=O)N)C1 ((2S)-1-(2-(1-isopropyl-1H-1,2,4-triazol-5-yl)-5,6-dihydroimidazo[1,2-d]pyrido[3,4-f][1,4]oxazepin-9-yl)-2,5-dihydro-1H-pyrrole-2-carboxamide). Reaction SMILES: FC(F)(F)S(O[C:7]1[N:28]=[CH:27][C:10]2[C:11]3[N:12]([CH:16]=[C:17]([C:19]4[N:23]([CH:24]([CH3:26])[CH3:25])[N:22]=[CH:21][N:20]=4)[N:18]=3)[CH2:13][CH2:14][O:15][C:9]=2[CH:8]=1)(=O)=O.[NH:31]1[CH2:35][CH:34]=[CH:33][C@H:32]1[C:36]([NH2:38])=[O:37]>>[CH:24]([N:23]1[C:19]([C:17]2[N:18]=[C:11]3[C:10]4[CH:27]=[N:28][C:7]([N:31]5[CH2:35][CH:34]=[CH:33][C@H:32]5[C:36]([NH2:38])=[O:37])=[CH:8][C:9]=4[O:15][CH2:14][CH2:13][N:12]3[CH:16]=2)=[N:20][CH:21]=[N:22]1)([CH3:25])[CH3:26]. Procedure details: Following the procedures in Example 388, 2-(1-isopropyl-1H-1,2,4-triazol-5-yl)-5,6-dihydroimidazo[1,2-d]pyrido[3,4-f][1,4]oxazepin-9-yl trifluoromethanesulfonate and (S)-2,5-dihydro-1H-pyrrole-2-carboxamide were reacted to give 389. M/z 407.2, calc. 406.19. 1H NMR (400 MHz, DMSO) δ 9.08 (s, 1H), 7.88 (s, 1H), 7.84 (s, 1H), 7.38 (s, 1H), 6.98 (s, 1H), 6.13 (dd, J=6.2, 1.9, 1H), 6.02-5.88 (m, 3H), 4.97 (s, 1H), 4.52 (dd, J=9.3, 7.1, 4H), 4.39-4.18 (m, 2H), 1.48 (dd, J=6.6, 2.5, 6H) The reactants are C(C1=CC=CC=C1)N([C@H]([C@@H]([C@@H]1N[C@H]([C@@H](OC1)OCC(C)(C)C)C)OCC1=CC=CC=C1)CC1=CC(=CC(=C1)F)F)CC1=CC=CC=C1 (dibenzyl-{(1S,2R)-2-benzyloxy-1-(3,5-difluorobenzyl)-2-[(3R,5S,6R)-6-(2,2-dimethylpropoxy)-5-methylmorpholin-3-yl]-ethyl}-amine), [H][H] (hydrogen). The reagents and catalysts are [OH-].[OH-].[Pd+2] (palladium hydroxide on carbon). The solvent is C(C)O (ethanol). Yields the product N[C@H]([C@H](O)[C@@H]1N[C@H]([C@@H](OC1)OCC(C)(C)C)C)CC1=CC(=CC(=C1)F)F ((1S,2S)-2-Amino-3-(3,5-difluorophenyl)-1-[(3R,5S,6R)-6-(2,2-dimethylpropoxy)-5-methylmorpholin-3-yl]-propan-1-ol). Isolated yield 98.4%. RXN SMILES: C([N:8](CC1C=CC=CC=1)[C@@H:9]([CH2:32][C:33]1[CH:38]=[C:37]([F:39])[CH:36]=[C:35]([F:40])[CH:34]=1)[C@H:10]([O:24]CC1C=CC=CC=1)[C@H:11]1[CH2:16][O:15][C@@H:14]([O:17][CH2:18][C:19]([CH3:22])([CH3:21])[CH3:20])[C@H:13]([CH3:23])[NH:12]1)C1C=CC=CC=1.[H][H]>C(O)C.[OH-].[OH-].[Pd+2]>[NH2:8][C@@H:9]([CH2:32][C:33]1[CH:38]=[C:37]([F:39])[CH:36]=[C:35]([F:40])[CH:34]=1)[C@@H:10]([C@H:11]1[CH2:16][O:15][C@@H:14]([O:17][CH2:18][C:19]([CH3:21])([CH3:22])[CH3:20])[C@H:13]([CH3:23])[NH:12]1)[OH:24] |f:3.4.5|. Procedure details: Add 20% palladium hydroxide on carbon (679 mg) to a solution of dibenzyl-{(1S,2R)-2-benzyloxy-1-(3,5-difluorobenzyl)-2-[(3R,5S,6R)-6-(2,2-dimethylpropoxy)-5-methylmorpholin-3-yl]-ethyl}-amine (284 mg, 0.442 mmol) in absolute ethanol (5 mL) and stir under 1 atmosphere of hydrogen gas at room temperature for 18 hours. Filter through a pad of Celite®, wash thoroughly with ethanol and concentrate to give the desired compound as a glass (162 mg, 98%). The reactants are COC1=CC=C(CN)C=C1 (4-methoxy benzylamine), ( IV ), Br (hydrobromic acid). Run in I (hydroiodic acid). Product: OC1=CC=C(CN)C=C1 (4-hydroxy benzylamine). Yield: 130.9%. Reaction SMILES: C[O:2][C:3]1[CH:10]=[CH:9][C:6]([CH2:7][NH2:8])=[CH:5][CH:4]=1.Br>I>[OH:2][C:3]1[CH:10]=[CH:9][C:6]([CH2:7][NH2:8])=[CH:5][CH:4]=1. Reported procedure: 10 g 4-methoxy benzylamine chlorohydrate of formula (IV) are reflux boiled for 4 hours with 16 ml hydrobromic acid 48% (d=1.47) (or 20 ml aqueous hydroiodic acid). The obtained solution is vacuum concentrated to dryness. The residue, treated with acetonitrile, provides 11.75 g (theorical yield, m.p. 175°-180° C.) 4-hydroxy benzylamine bromohydrate of formula (V) when HBr is used. Run in COCCOC (DME). RXN SMILES: [C:1]([O:4][CH2:5][C@H:6]1[O:11][CH:10]=[CH:9][C@@H:8]([OH:12])[C@H:7]1[OH:13])(=[O:3])[CH3:2].[Cl:14][CH2:15][C:16](OC=C)=[O:17]>COCCOC>[C:1]([O:4][CH2:5][C@H:6]1[O:11][CH:10]=[CH:9][C@@H:8]([O:12][C:16](=[O:17])[CH2:15][Cl:14])[C@H:7]1[OH:13])(=[O:3])[CH3:2]. Isolated yield 80.0%. Procedure: 1.03 g (5.5 mmol) of 6-O-acetylgalactal are taken up in 10-15 ml of DME and 20-25 ml of vinyl chloroacetate and stirred with 1 g of lipase P (Pseudomonas spec.) at room temperature for 5-6 h. Filtering off the reusable enzyme, concentration of the solution and chromatography (SiO2, ether/hexane 1:2) result in 6-O-acetyl-3-O-chloroacetylgalactal in 80% yield. Starting materials: C(C)(=O)OC[C@@H]1[C@@H]([C@@H](C=CO1)O)O (6-O-acetylgalactal), ClCC(=O)OC=C (vinyl chloroacetate). Product: C(C)(=O)OC[C@@H]1[C@@H]([C@@H](C=CO1)OC(CCl)=O)O (6-O-acetyl-3-O-chloroacetyl-galactal).